This data is from the Open Reaction Database (ORD), a public repository of structured organic reaction records. The task is: describe an organic reaction: reactants, conditions, products, and yield Starting materials: CC1(CCC(CC1)=O)NC(OC(C)(C)C)=O (tert-butyl (1-methyl-4-oxocyclohexyl)carbamate), CO (methanol), C(=O)[O-].[NH4+] (ammonium formate). The reagents and catalysts are [Pd] (palladium on carbon). Run in O (water). Run at time 1 hour. The product is NC1CCC(CC1)(C)NC(OC(C)(C)C)=O (tert-butyl (4-amino-1-methylcyclohexyl)carbamate). The yield is 92.8%. Reaction SMILES: [CH3:1][C:2]1([NH:9][C:10](=[O:16])[O:11][C:12]([CH3:15])([CH3:14])[CH3:13])[CH2:7][CH2:6][C:5](=O)[CH2:4][CH2:3]1.CO.C([O-])=O.[NH4+:22]>[Pd].O>[NH2:22][CH:5]1[CH2:6][CH2:7][C:2]([NH:9][C:10](=[O:16])[O:11][C:12]([CH3:15])([CH3:14])[CH3:13])([CH3:1])[CH2:3][CH2:4]1 |f:2.3|. Procedure: To a mixture of tert-butyl (1-methyl-4-oxocyclohexyl)carbamate (4.00 g) and methanol (50 mL), ammonium formate (10.2 g) and water (5 mL) were added and stirred for 1 hour until they were completely dissolved. Then, 10% palladium on carbon (2.0 g) was added and stirred at room temperature for 65 hours. After insoluble materials were separated by filtration through celite, the solvent was distilled off, and chloroform was added to the resulting residue, followed by drying over anhydrous magnesium ... Starting materials: CN1C(NC(C=2N(C(=NC12)N1C[C@@H](CCC1)NC(=O)OC(C)(C)C)CC#CC)=O)=O (3-methyl-7-(2-butyn-1-yl)-8-[(R)-3-(tert.-butyloxycarbonyl-amino)-piperidin-1-yl]-xanthine), O1C=C(C=C1)CO (furan-3-yl-methanol), C1(=CC=CC=C1)P(C1=CC=CC=C1)C1=CC=CC=C1 (triphenylphosphine), N(=NC(=O)OC(C)C)C(=O)OC(C)C (diisopropyl azodicarboxylate), C([O-])([O-])=O.[K+].[K+] (potassium carbonate). Solvent: O1CCCC1 (tetrahydrofuran). Conditions: time 8 hour. Product: O1C=C(C=C1)CN1C(=O)N(C=2N=C(N(C2C1=O)CC#CC)N1C[C@@H](CCC1)NC(=O)OC(C)(C)C)C (1-[(furan-3-yl)methyl]-3-methyl-7-(2-butyn-1-yl)-8-[(R)-3-(tert.-butyloxycarbonyl-amino)-piperidin-1-yl]-xanthine). As a reaction SMILES: [CH3:1][N:2]1[C:10]2[N:9]=[C:8]([N:11]3[CH2:16][CH2:15][CH2:14][C@@H:13]([NH:17][C:18]([O:20][C:21]([CH3:24])([CH3:23])[CH3:22])=[O:19])[CH2:12]3)[N:7]([CH2:25][C:26]#[C:27][CH3:28])[C:6]=2[C:5](=[O:29])[NH:4][C:3]1=[O:30].[O:31]1[CH:35]=[CH:34][C:33]([CH2:36]O)=[CH:32]1.C1(P(C2C=CC=CC=2)C2C=CC=CC=2)C=CC=CC=1.N(C(OC(C)C)=O)=NC(OC(C)C)=O.C(=O)([O-])[O-].[K+].[K+]>O1CCCC1>[O:31]1[CH:35]=[CH:34][C:33]([CH2:36][N:4]2[C:5](=[O:29])[C:6]3[N:7]([CH2:25][C:26]#[C:27][CH3:28])[C:8]([N:11]4[CH2:16][CH2:15][CH2:14][C@@H:13]([NH:17][C:18]([O:20][C:21]([CH3:24])([CH3:22])[CH3:23])=[O:19])[CH2:12]4)=[N:9][C:10]=3[N:2]([CH3:1])[C:3]2=[O:30])=[CH:32]1 |f:4.5.6|. Procedure: A mixture of 300 mg of 3-methyl-7-(2-butyn-1-yl)-8-[(R)-3-(tert.-butyloxycarbonyl-amino)-piperidin-1-yl]-xanthine, 95 μl furan-3-yl-methanol, 302 mg triphenylphosphine and 226 μl diisopropyl azodicarboxylate in 4 ml tetrahydrofuran is stirred overnight at ambient temperature. For working up the reaction mixture is combined with saturated potassium carbonate solution and extracted with ethyl acetate. The combined organic phases are dried over magnesium sulfate and evaporated down. The flask resid... The reactants are [OH-].[Na+] (sodium hydroxide), B([O-])([O-])[O-].[Na+].[Na+].[Na+] (sodium borate), O=C1N[C@@H](CC2=CC(=C(C=C12)O)O)C(=O)OC (Methyl (3S)-1-oxo-6,7-dihydroxy-1,2,3,4-tetrahydroisoquinoline-3-carboxylate). The solvent is O (water), CO (methanol). Reaction conditions: time 8 hour. Yields the product O=C1N[C@@H](CC2=CC(=C(C=C12)O)O)C(=O)O ((3S)-1-oxo-6,7-dihydroxy-1,2,3,4-tetrahydroisoquinoline-3-carboxylic acid). Yield: 48.1%. RXN SMILES: [O:1]=[C:2]1[C:11]2[C:6](=[CH:7][C:8]([OH:13])=[C:9]([OH:12])[CH:10]=2)[CH2:5][C@@H:4]([C:14]([O:16]C)=[O:15])[NH:3]1.[OH-].[Na+].B([O-])([O-])[O-].[Na+].[Na+].[Na+]>CO.O>[O:1]=[C:2]1[C:11]2[C:6](=[CH:7][C:8]([OH:13])=[C:9]([OH:12])[CH:10]=2)[CH2:5][C@@H:4]([C:14]([OH:16])=[O:15])[NH:3]1 |f:1.2,3.4.5.6|. Reported procedure: Methyl (3S)-1-oxo-6,7-dihydroxy-1,2,3,4-tetrahydroisoquinoline-3-carboxylate (4 g) is dissolved in methanol (100 ml), and a solution of sodium hydroxide (0.81 g) and sodium borate (7.08 g) in water (100 ml) is added thereto. The mixture is stirred at room temperature overnight. The mixture is distilled under reduced pressure to remove methanol. The residue is acidified with conc.HCl, and the solution is chromatographed on a column (2.6×35 cm) of CHP-20P resin. The column is washed with water (50... The reactants are CC(NC(CCCCC1CCN(C(=O)OCc2ccccc2)CC1)C(=O)O)C(=O)N(CC(=O)OC(C)(C)C)C1Cc2ccccc2C1, C, CO, [Pd]. Product: CC(NC(CCCCC1CCNCC1)C(=O)O)C(=O)N(CC(=O)OC(C)(C)C)C1Cc2ccccc2C1. Reaction SMILES: [C:1]([CH3:2])([CH3:3])([CH3:4])[O:5][C:6]([CH2:7][N:8]([CH:9]1[CH2:10][c:11]2[cH:12][cH:13][cH:14][cH:15][c:16]2[CH2:17]1)[C:18]([CH:19]([NH:20][CH:21]([CH2:22][CH2:23][CH2:24][CH2:25][CH:26]1[CH2:27][CH2:28][N:29]([C:32]([O:33][CH2:34][c:35]2[cH:36][cH:37][cH:38][cH:39][cH:40]2)=[O:41])[CH2:30][CH2:31]1)[C:42](=[O:43])[OH:44])[CH3:45])=[O:46])=[O:47].[C:50].[CH3:48][OH:49].[Pd:51]>>[C:1]([CH3:2])([CH3:3])([CH3:4])[O:5][C:6]([CH2:7][N:8]([CH:9]1[CH2:10][c:11]2[cH:12][cH:13][cH:14][cH:15][c:16]2[CH2:17]1)[C:18]([CH:19]([NH:20][CH:21]([CH2:22][CH2:23][CH2:24][CH2:25][CH:26]1[CH2:27][CH2:28][NH:29][CH2:30][CH2:31]1)[C:42](=[O:43])[OH:44])[CH3:45])=[O:46])=[O:47]. The reactants are CCCC(O)CCCCC(=S)OCC, ClCCl, O=S(Cl)Cl, c1ccncc1. Yields the product CCCC(Cl)CCCCC(=S)OCC. Reaction SMILES: [CH2:5]([CH3:6])[O:7][C:8]([CH2:9][CH2:10][CH2:11][CH2:12][CH:13]([CH2:14][CH2:15][CH3:16])[OH:17])=[S:18].[Cl:25][CH2:26][Cl:27].[S:1]([Cl:2])([Cl:3])=[O:4].[cH:19]1[cH:20][cH:21][n:22][cH:23][cH:24]1>>[Cl:3][CH:13]([CH2:12][CH2:11][CH2:10][CH2:9][C:8]([O:7][CH2:5][CH3:6])=[S:18])[CH2:14][CH2:15][CH3:16]. Reactants: Cl.FC1=CC=C(C(=N)N)C=C1 (4-Fluorobenzamidine Hydrochloride), [H-].[Na+] (Sodium hydride), C(=O)C(C(=O)OC)C (Methyl 2-formylpropionate). The solvent is C(C)O (ethanol). Run at time 30 minute. The product is FC1=CC=C(C=C1)C1=NC=C(C(N1)=O)C (2-(4'Fluorophenyl)-5-methyl-4-pyrimidinone). Reaction SMILES: [H-].[Na+].Cl.[F:4][C:5]1[CH:13]=[CH:12][C:8]([C:9]([NH2:11])=[NH:10])=[CH:7][CH:6]=1.[CH:14]([CH:16]([CH3:21])[C:17](OC)=O)=[O:15]>C(O)C>[F:4][C:5]1[CH:13]=[CH:12][C:8]([C:9]2[NH:11][C:14](=[O:15])[C:16]([CH3:21])=[CH:17][N:10]=2)=[CH:7][CH:6]=1 |f:0.1,2.3|. Procedure details: Sodium hydride (0.52 g, 13 mmol) is added to 20 mL of anhydrous ethanol and stirred for 30 minutes at ambient temperature. To this, 4-fluorobenzamidine hydrochloride (1.47 g, 8.5 mmol) (from example 40) is added and the mixture is stirred for further 30 minutes. Methyl 2-formylpropionate (1 g, 10.6 mmol) is added dropwise and the reaction mixture is left for 4 days under stirring at ambient temperature. The reactants are BrC1=C(C=C2C(=C(C(C3(CCOCC3)C2=C1)=O)C(=O)NCC(=O)OC(C)(C)C)O)OC (1,1-dimethylethyl N-((7-bromo-4-hydroxy-6-(methyloxy)-2-oxo-2′,3′,5′,6′-tetrahydro-spiro[naphthalene-1,4′-pyran]-3-yl)carbonyl)glycinate). Run in C(=O)(C(F)(F)F)O (TFA). Reaction conditions: time 30 minute. Yields the product BrC1=C(C=C2C(=C(C(C3(CCOCC3)C2=C1)=O)C(=O)NCC(=O)O)O)OC (N-((7-Bromo-4-hydroxy-6-(methyloxy)-2-oxo-2′,3′,5′,6′-tetrahydro-spiro[naphthalene-1,4′-pyran]-3-yl)carbonyl)glycine). The yield is 92.5%. As a reaction SMILES: [Br:1][C:2]1[CH:16]=[C:15]2[C:5]([C:6]([OH:29])=[C:7]([C:18]([NH:20][CH2:21][C:22]([O:24]C(C)(C)C)=[O:23])=[O:19])[C:8](=[O:17])[C:9]32[CH2:14][CH2:13][O:12][CH2:11][CH2:10]3)=[CH:4][C:3]=1[O:30][CH3:31]>C(O)(C(F)(F)F)=O>[Br:1][C:2]1[CH:16]=[C:15]2[C:5]([C:6]([OH:29])=[C:7]([C:18]([NH:20][CH2:21][C:22]([OH:24])=[O:23])=[O:19])[C:8](=[O:17])[C:9]32[CH2:14][CH2:13][O:12][CH2:11][CH2:10]3)=[CH:4][C:3]=1[O:30][CH3:31]. Procedure: A mixture of 1,1-dimethylethyl N-((7-bromo-4-hydroxy-6-(methyloxy)-2-oxo-2′,3′,5′,6′-tetrahydro-spiro[naphthalene-1,4′-pyran]-3-yl)carbonyl)glycinate (0.27 g, 0.54 mmol) in 3 mL TFA was stirred at room temperature for 30 minutes, M+1=440/442. The mixture was concentrated and triturated in ether (20 mL). The solid was filtered, washed with 10 mL ether and dried under high vacuum to give 0.22 g of the product as a white solid. MS m/e=440/442 (M+H)+. Calculated for C18H18BrNO7 439.03/441.02. Starting materials: CN(S(=O)(=O)C1=CC=C(C=C1)[Mg]Br)C ((4-(N,N-Dimethylsulfamoyl)phenyl)magnesium bromide), COC1=CC=C(CN(C2=NC(=NC(=N2)C)C=2C(=NC=C(C=O)C2)NC=2C=NC(=CC2)OC)CC2=CC=C(C=C2)OC)C=C1 (5-(4-(bis(4-methoxybenzyl)amino)-6-methyl-1,3,5-triazin-2-yl)-6-(6-methoxypyridin-3-ylamino)nicotinaldehyde). Reaction conditions: time 16 hour. The product is COC1=CC=C(CN(C2=NC(=NC(=N2)C)C=2C=C(C=NC2NC=2C=NC(=CC2)OC)C(C2=CC=C(C=C2)S(=O)(=O)N(C)C)O)CC2=CC=C(C=C2)OC)C=C1 (4-((5-(4-(bis(4-methoxybenzyl)amino)-6-methyl-1,3,5-triazin-2-yl)-6-(6-methoxypyridin-3-ylamino)pyridin-3-yl)(hydroxy)methyl)-N,N-dimethylbenzenesulfonamide). The yield is 73.8%. As a reaction SMILES: [CH3:1][N:2]([CH3:14])[S:3]([C:6]1[CH:11]=[CH:10][C:9]([Mg]Br)=[CH:8][CH:7]=1)(=[O:5])=[O:4].[CH3:15][O:16][C:17]1[CH:57]=[CH:56][C:20]([CH2:21][N:22]([CH2:47][C:48]2[CH:53]=[CH:52][C:51]([O:54][CH3:55])=[CH:50][CH:49]=2)[C:23]2[N:28]=[C:27]([CH3:29])[N:26]=[C:25]([C:30]3[C:31]([NH:38][C:39]4[CH:40]=[N:41][C:42]([O:45][CH3:46])=[CH:43][CH:44]=4)=[N:32][CH:33]=[C:34]([CH:37]=3)[CH:35]=[O:36])[N:24]=2)=[CH:19][CH:18]=1>>[CH3:55][O:54][C:51]1[CH:50]=[CH:49][C:48]([CH2:47][N:22]([CH2:21][C:20]2[CH:19]=[CH:18][C:17]([O:16][CH3:15])=[CH:57][CH:56]=2)[C:23]2[N:28]=[C:27]([CH3:29])[N:26]=[C:25]([C:30]3[CH:37]=[C:34]([CH:35]([OH:36])[C:9]4[CH:10]=[CH:11][C:6]([S:3]([N:2]([CH3:14])[CH3:1])(=[O:5])=[O:4])=[CH:7][CH:8]=4)[CH:33]=[N:32][C:31]=3[NH:38][C:39]3[CH:40]=[N:41][C:42]([O:45][CH3:46])=[CH:43][CH:44]=3)[N:24]=2)=[CH:53][CH:52]=1. Procedure details: (4-(N,N-Dimethylsulfamoyl)phenyl)magnesium bromide (0.48 M in THF) (2545 μL, 1.222 mmol) was added to 5-(4-(bis(4-methoxybenzyl)amino)-6-methyl-1,3,5-triazin-2-yl)-6-(6-methoxypyridin-3-ylamino)nicotinaldehyde (176.4 mg, 0.305 mmol) to give a deep orange solution. The solution was stirred for 16 h and then quenched with MeOH (1.0 mL). The product was extracted into DCM from water, dried (MgSO4), and purified by flash chromatography (0 to 10% to 20% to 30% EtOAc/DCM) to give 4-((5-(4-(bis(4-metho... As a reaction SMILES: [Cl:1][CH2:2][C:3]1[CH:8]=[N:7][CH:6]=[CH:5][N:4]=1.[Na].Cl.[NH2:11][CH2:12][CH2:13][SH:14].Cl>C(O)C>[ClH:1].[NH2:11][CH2:12][CH2:13][S:14][CH2:2][C:3]1[CH:8]=[N:7][CH:6]=[CH:5][N:4]=1 |f:2.3,6.7,^1:8|. Reactants: [Na] (sodium), Cl.NCCS (cysteamine hydrochloride), ClCC1=NC=CN=C1 (2-Chloromethylpyrazine), Cl (hydrochloric acid). Run at time 2 hour. Procedure details: 2-Chloromethylpyrazine (6.4 g.) was added over 20 minutes to a solution freshly prepared from sodium (0.23 g.) in ethanol (50 ml.) to which cysteamine hydrochloride (5.7 g.) had been added gradually at 0° and stirred at this temperature for 2 hours. The suspension finally obtained was stirred at room temperature overnight, acidified with hydrochloric acid (pH 5) and concentrated under reduced pressure. The dry residue was extracted with ethanol and the extracts filtered and concentrated to give ... Product: Cl.NCCSCC1=NC=CN=C1 (2-[(2-aminoethyl)thiomethyl]pyrazine hydrochloride). Solvent: C(C)O (ethanol).